From a dataset of the Open Reaction Database (ORD), a public repository of structured organic reaction records. describe an organic reaction: reactants, conditions, products, and yield The reactants are CCOC(=O)CBr, ClC(Cl)Cl, [Na+], [OH-], O, Oc1cccs1. Yields the product CCOC(=O)COc1cccs1. As a reaction SMILES: [Br:7][CH2:8][C:9](=[O:10])[O:11][CH2:12][CH3:13].[Cl:16][CH:17]([Cl:18])[Cl:19].[Na+:15].[OH-:14].[OH2:20].[OH:1][c:2]1[s:3][cH:4][cH:5][cH:6]1>>[O:1]([c:2]1[s:3][cH:4][cH:5][cH:6]1)[CH2:8][C:9](=[O:10])[O:11][CH2:12][CH3:13]. Reactants: OCCN1C(N=C(C=C1)N)=O (1-(2-hydroxyethyl)-4-amino-2-1H-pyrimidinone), S(=O)(Cl)Cl (thionyl chloride). Yields the product ClCCN1C(N=C(C=C1)N)=O (1-(2-Chloroethyl)-4-amino-2-1H-pyrimidinone), crude product. Yield: 97.0%. As a reaction SMILES: O[CH2:2][CH2:3][N:4]1[CH:9]=[CH:8][C:7]([NH2:10])=[N:6][C:5]1=[O:11].S(Cl)([Cl:14])=O>>[Cl:14][CH2:2][CH2:3][N:4]1[CH:9]=[CH:8][C:7]([NH2:10])=[N:6][C:5]1=[O:11]. Procedure details: B] 1-(2-Chloroethyl)-4-amino-2-1H-pyrimidinone was prepared according to example 14C from 3.8 g 1-(2-hydroxyethyl)-4-amino-2-1H-pyrimidinone and 60 ml thionyl chloride. 3.2 g (97%) of crude product were obtained and used without further purification. Recrystallization was omitted in this case due to decomposition. Rf: 0.51 (ethyl acetate/acetone/acetic acid/H2O 6:2:1:1). Starting materials: Cl.COC([C@@H](N)CC1=CC=C(C=C1)O)=O (Tyrosine methyl ester hydrochloride), C(C)(=O)O (acetic acid), COC([C@@H](NC(=O)OC(C)(C)C)CCCC)=O (N-(tert-butoxycarbonyl)-L-norleucine methyl ester), aluminum diisobutyl hydride, C(#N)[BH3-].[Na+] (sodium cyanoborohydride). Run in CO (methanol), O1CCCC1 (tetrahydrofuran), O (water), C1(=CC=CC=C1)C (toluene), O1CCCC1 (tetrahydrofuran). Run at temperature -78 celsius. Product: COC([C@@H](NC[C@H](CCCC)NC(=O)OC(C)(C)C)CC1=CC=C(C=C1)O)=O (N-[(S)-2-(tert-butoxycarbonylamino)hexyl]-L-tyrosine methyl ester). Yield: 32.7%. Reaction SMILES: CO[C:3](=O)[C@H:4]([CH2:13][CH2:14][CH2:15][CH3:16])[NH:5][C:6]([O:8][C:9]([CH3:12])([CH3:11])[CH3:10])=[O:7].Cl.[CH3:19][O:20][C:21](=[O:32])[C@H:22]([CH2:24][C:25]1[CH:30]=[CH:29][C:28]([OH:31])=[CH:27][CH:26]=1)[NH2:23].C(O)(=O)C.C([BH3-])#N.[Na+]>C1(C)C=CC=CC=1.CO.O1CCCC1.O>[CH3:19][O:20][C:21](=[O:32])[C@H:22]([CH2:24][C:25]1[CH:26]=[CH:27][C:28]([OH:31])=[CH:29][CH:30]=1)[NH:23][CH2:3][C@@H:4]([NH:5][C:6]([O:8][C:9]([CH3:10])([CH3:11])[CH3:12])=[O:7])[CH2:13][CH2:14][CH2:15][CH3:16] |f:1.2,4.5|. Procedure: Under an argon gas stream, N-(tert-butoxycarbonyl)-L-norleucine methyl ester (10.7 g, 38 mmol) was dissolved in toluene (68 ml), and cooled to -78° C. To the solution, while keeping the temperature at -60 to -70° C., was added gradually aluminum diisobutyl hydride (toluene 1.0 M solution, 51 ml). After stirring at -78° C. for an hour, the cooling bath was removed, methanol (2 ml) was added to the mixture. Tyrosine methyl ester hydrochloride (13.6 g, 59 mmol) and acetic acid (3.5 g, 59 mmol) were... The reactants are CC(C1OCC(C)(C)CO1)C1CCC2C3C(OC(=O)N(C)C)C=C4CC(O)C5OC5C4(C)C3CCC12C, CC(C1OCC(C)(C)CO1)C1CCC2C3C(O)C=C4CC(O)C5OC5C4(C)C3CCC12C. Product: CC(C=O)C1CCC2C3C(OC(=O)N(C)C)C=C4CC(O)C5OC5C4(C)C3CCC12C. As a reaction SMILES: [CH3:1][C:2]1([CH3:3])[CH2:6][O:7][CH:5]([CH:8]([CH3:9])[CH:10]2[CH2:11][CH2:12][CH:13]3[CH:14]4[CH:15]([O:31][C:32]([N:33]([CH3:34])[CH3:35])=[O:36])[CH:16]=[C:17]5[CH2:18][CH:19]([OH:30])[CH:20]6[CH:21]([C:22]5([CH3:23])[CH:24]4[CH2:25][CH2:26][C:27]23[CH3:28])[O:29]6)[O:4][CH2:37]1.[CH3:38][C:39]1([CH3:40])[CH2:41][O:42][CH:43]([CH:44]([CH:45]2[C:46]3([CH3:47])[CH:48]([CH:49]4[CH:50]([CH2:51][CH2:52]3)[C:53]3([CH3:54])[C:55](=[CH:62][CH:63]4[OH:64])[CH2:56][CH:57]([OH:58])[CH:59]4[O:60][CH:61]34)[CH2:65][CH2:66]2)[CH3:67])[O:68][CH2:69]1>>[O:4]=[CH:5][CH:8]([CH3:9])[CH:10]1[CH2:11][CH2:12][CH:13]2[CH:14]3[CH:15]([O:31][C:32]([N:33]([CH3:34])[CH3:35])=[O:36])[CH:16]=[C:17]4[CH2:18][CH:19]([OH:30])[CH:20]5[CH:21]([C:22]4([CH3:23])[CH:24]3[CH2:25][CH2:26][C:27]12[CH3:28])[O:29]5. Yields the product COC(=O)c1cccc(COc2ccc(Br)cc2F)c1. RXN SMILES: [Br:1][c:2]1[cH:3][c:4]([F:9])[c:5]([OH:8])[cH:6][cH:7]1.[C:22](=[O:23])([O-:24])[O-:25].[CH3:10][O:11][C:12]([c:13]1[cH:14][c:15]([CH2:19][Br:20])[cH:16][cH:17][cH:18]1)=[O:21].[K+:26].[K+:27].[O:28]=[CH:29][N:30]([CH3:31])[CH3:32].[OH2:33]>>[Br:1][c:2]1[cH:3][c:4]([F:9])[c:5]([O:8][CH2:19][c:15]2[cH:14][c:13]([C:12]([O:11][CH3:10])=[O:21])[cH:18][cH:17][cH:16]2)[cH:6][cH:7]1. Starting materials: Oc1ccc(Br)cc1F, O=C([O-])[O-], COC(=O)c1cccc(CBr)c1, [K+], [K+], CN(C)C=O, O. Reactants: C(C)(C)(C)OC(=O)N1CCN(CC1)CC1=CC=C(C=C1)NC1=NC(=NC(=C1C(=O)OCC)\C=C\N(C)C)N1CCOCC1 ((E)-ethyl 4-(4-((4-(tert-butoxycarbonyl)piperazin-1-yl)methyl)phenylamino)-6-(2-(dimethylamino)vinyl)-2-morpholinopyrimidine-5-carboxylate), I(=O)(=O)(=O)[O-].[Na+] (sodium periodate). The solvent is CO (methanol), CO (methanol). Run at time 3 hour. Yields the product C(C)(C)(C)OC(=O)N1CCN(CC1)CC1=CC=C(C=C1)NC1=NC(=NC(=C1C(=O)OCC)C=O)N1CCOCC1 (Ethyl 4-(4-((4-(tert-butoxycarbonyl)piperazin-1-yl)methyl)phenylamino)-6-formyl-2-morpholinopyrimidine-5-carboxylate). Reaction SMILES: [C:1]([O:5][C:6]([N:8]1[CH2:13][CH2:12][N:11]([CH2:14][C:15]2[CH:20]=[CH:19][C:18]([NH:21][C:22]3[C:27]([C:28]([O:30][CH2:31][CH3:32])=[O:29])=[C:26](/[CH:33]=C/N(C)C)[N:25]=[C:24]([N:38]4[CH2:43][CH2:42][O:41][CH2:40][CH2:39]4)[N:23]=3)=[CH:17][CH:16]=2)[CH2:10][CH2:9]1)=[O:7])([CH3:4])([CH3:3])[CH3:2].I([O-])(=O)(=O)=[O:45].[Na+]>CO>[C:1]([O:5][C:6]([N:8]1[CH2:9][CH2:10][N:11]([CH2:14][C:15]2[CH:20]=[CH:19][C:18]([NH:21][C:22]3[C:27]([C:28]([O:30][CH2:31][CH3:32])=[O:29])=[C:26]([CH:33]=[O:45])[N:25]=[C:24]([N:38]4[CH2:43][CH2:42][O:41][CH2:40][CH2:39]4)[N:23]=3)=[CH:17][CH:16]=2)[CH2:12][CH2:13]1)=[O:7])([CH3:3])([CH3:2])[CH3:4] |f:1.2|. Reported procedure: (E)-ethyl 4-(4-((4-(tert-butoxycarbonyl)piperazin-1-yl)methyl)phenylamino)-6-(2-(dimethylamino)vinyl)-2-morpholinopyrimidine-5-carboxylate (0.2 g, 0.336 mmol) was dissolved in methanol (4 mL) and to this mixture at room temperature was added a solution of sodium periodate (0.21 g, 1 mmol) in methanol (4 mL). The mixture was stirred at room temperature for 3 hours and the precipitate filtered. The filtrate was evaporated, diluted with water and extracted with EtOAc. The organic layer was dried ov... Starting materials: CO, COC(=O)c1nccn2cc(-c3ccc(F)cc3)nc12, [Na]. The product is COc1nccn2cc(-c3ccc(F)cc3)nc12. Reaction SMILES: [CH3:22][OH:23].[CH3:2][O:3][C:4](=[O:5])[c:6]1[c:7]2[n:8]([cH:9][cH:10][n:11]1)[cH:12][c:13](-[c:15]1[cH:16][cH:17][c:18]([F:21])[cH:19][cH:20]1)[n:14]2.[Na:1]>>[c:6]1([O:23][CH3:22])[c:7]2[n:8]([cH:9][cH:10][n:11]1)[cH:12][c:13](-[c:15]1[cH:16][cH:17][c:18]([F:21])[cH:19][cH:20]1)[n:14]2.